Dataset: the Open Reaction Database (ORD), a public repository of structured organic reaction records. Task: describe an organic reaction: reactants, conditions, products, and yield The reactants are CC=1C(=NC=CC1)CCC1=CC=C(C=C1)N (3-methyl-2-[2-(4-aminophenyl)ethyl]pyridine), C(C)(=O)OC(C)=O (acetic anhydride). Solvent: C(C)(=O)OCC (ethyl acetate). Yields the product CC=1C(=NC=CC1)CCC1=CC=C(C=C1)NC(C)=O (3-methyl-2-[2-(4-acetamidophenyl)ethyl]pyridine). The yield is 95.8%. As a reaction SMILES: [CH3:1][C:2]1[C:3]([CH2:8][CH2:9][C:10]2[CH:15]=[CH:14][C:13]([NH2:16])=[CH:12][CH:11]=2)=[N:4][CH:5]=[CH:6][CH:7]=1.[C:17](OC(=O)C)(=[O:19])[CH3:18]>C(OCC)(=O)C>[CH3:1][C:2]1[C:3]([CH2:8][CH2:9][C:10]2[CH:11]=[CH:12][C:13]([NH:16][C:17](=[O:19])[CH3:18])=[CH:14][CH:15]=2)=[N:4][CH:5]=[CH:6][CH:7]=1. Procedure: A solution of 3-methyl-2-[2-(4-aminophenyl)ethyl]pyridine (14.2 g) and acetic anhydride (13.65 g) in ethyl acetate (150 ml) was stirred at ambient temperature for 2 hours. The reaction mixture was washed with saturated sodium bicarbonate solution and brine successively and dried over magnesium sulfate. The solvent was evaporated in vacuo and the residue was recrystallized from a mixture of diethyl ether and ethyl acetate to give 3-methyl-2-[2-(4-acetamidophenyl)ethyl]pyridine (16.3 g). The reactants are C(C)(=O)Cl (acetyl chloride), O1C(CCCC1)OC=1C=C(C(=O)NC[C@H](NC(C2=C(C=C(C=C2Cl)C(=O)NCC2=CC(=CC=C2)O)Cl)=O)C(=O)OC)C=C(C1)OC1OCCCC1 (3-[[3,5-bis[(tetrahydro-2H-pyran-2-yl)oxy]benzoyl]amino]-N-[2,6-dichloro-4-[[[(3-hydroxyphenyl)methyl]amino]carbonyl]benzoyl]-L-alanine, methyl ester). Solvent: CO (methanol), CO (methanol). Reaction conditions: time 10 minute. Yields the product Cl (HCl), ClC1=C(C(=O)N[C@@H](CNC(C2=CC(=CC(=C2)O)O)=O)C(=O)OC)C(=CC(=C1)C(=O)NCC1=CC(=CC=C1)O)Cl (N-[2,6-dichloro-4-[[[(3-hydroxyphenyl)methyl]amino]carbonyl]benzoyl]-3-(3,5-dihydroxybenzoylamino)-L-alanine, methyl ester). Reaction SMILES: C([Cl:4])(=O)C.O1CCCCC1[O:11][C:12]1[CH:13]=[C:14]([CH:46]=[C:47]([O:49]C2CCCCO2)[CH:48]=1)[C:15]([NH:17][CH2:18][C@@H:19]([C:42]([O:44][CH3:45])=[O:43])[NH:20][C:21](=[O:41])[C:22]1[C:27]([Cl:28])=[CH:26][C:25]([C:29]([NH:31][CH2:32][C:33]2[CH:38]=[CH:37][CH:36]=[C:35]([OH:39])[CH:34]=2)=[O:30])=[CH:24][C:23]=1[Cl:40])=[O:16]>CO>[ClH:4].[Cl:28][C:27]1[CH:26]=[C:25]([C:29]([NH:31][CH2:32][C:33]2[CH:38]=[CH:37][CH:36]=[C:35]([OH:39])[CH:34]=2)=[O:30])[CH:24]=[C:23]([Cl:40])[C:22]=1[C:21]([NH:20][C@H:19]([C:42]([O:44][CH3:45])=[O:43])[CH2:18][NH:17][C:15](=[O:16])[C:14]1[CH:13]=[C:12]([OH:11])[CH:48]=[C:47]([OH:49])[CH:46]=1)=[O:41]. Procedure details: A solution of HCl in methanol was prepared by adding acetyl chloride (10 mL) to methanol at approx. 0° C. The solution was allowed to stir for 10 min and then it was added to 3-[[3,5-bis[(tetrahydro-2H-pyran-2-yl)oxy]benzoyl]amino]-N-[2,6-dichloro-4-[[[(3-hydroxyphenyl)methyl]amino]carbonyl]benzoyl]-L-alanine, methyl ester (1.60 g, 2.1 mmol). The resulting solution was allowed to stir overnight at room temperature and then the volatiles were evaporated to give N-[2,6-dichloro-4-[[[(3-hydroxyphen... Starting materials: C(C)(C)(C)OC(=O)N1CC(C1)(C)NC=1C=C2N3[C@@H](C(NN=C3COC2=CC1\C=C\OCC)=O)C (3-[(R)-7-((E)-2-ethoxy-vinyl)-4-methyl-3-oxo-2,3,4,10-tetrahydro-9-oxa-1,2,4a-triaza-phenanthren-6-ylamino]-3-methyl-azetidine-1-carboxylic acid tert-butyl ester), Cl (HCl). Conditions: time 30 minute. Product: Cl.C[C@H]1N2C=3C=C4C(=CC3OCC2=NNC1=O)C=CN4C4(CNC4)C ((R)-1-methyl-10-(3-methyl-azetidin-3-yl)-3,5-dihydro-10H-6-oxa-3,4,10,11b-tetraaza-cyclopenta[b]phenanthren-2-one hydrochloride). Isolated yield 91.0%. As a reaction SMILES: C(OC([N:8]1[CH2:11][C:10]([NH:13][C:14]2[CH:15]=[C:16]3[C:25](=[CH:26][C:27]=2/[CH:28]=[CH:29]/OCC)[O:24][CH2:23][C:22]2[N:17]3[C@H:18]([CH3:34])[C:19](=[O:33])[NH:20][N:21]=2)([CH3:12])[CH2:9]1)=O)(C)(C)C.[ClH:35]>>[ClH:35].[CH3:34][C@@H:18]1[C:19](=[O:33])[NH:20][N:21]=[C:22]2[N:17]1[C:16]1[CH:15]=[C:14]3[N:13]([C:10]4([CH3:12])[CH2:9][NH:8][CH2:11]4)[CH:29]=[CH:28][C:27]3=[CH:26][C:25]=1[O:24][CH2:23]2 |f:2.3|. Procedure details: To a solution of HCl (4M in EtOAc, 160 mL) was added 3-[(R)-7-((E)-2-ethoxy-vinyl)-4-methyl-3-oxo-2,3,4,10-tetrahydro-9-oxa-1,2,4a-triaza-phenanthren-6-ylamino]-3-methyl-azetidine-1-carboxylic acid tert-butyl ester (16 g, 33.9 mmol) at 0° C. and the reaction mixture was stirred for 30 min. The reaction mixture was concentrated in vacuo to give crude (R)-1-methyl-10-(3-methyl-azetidin-3-yl)-3,5-dihydro-10H-6-oxa-3,4,10,11b-tetraaza-cyclopenta[b]phenanthren-2-one hydrochloride (10 g, 91%), which w... Reactants: C1(CC1)NS(=O)(=O)C1=C(C=CC=C1)[N+](=O)[O-] (N-cyclopropyl-2-nitro-benzenesulfonamide), Cl (HCl). Reagents/catalysts: [Pd] (Pd/C). Solvent: CCO (EtOH). Conditions: time 48 hour. Yields the product NC1=C(C=CC=C1)S(=O)(=O)NC1CC1 (2-Amino-N-cyclopropyl-benzenesulfonamide). Isolated yield 98.5%. Reaction SMILES: [CH:1]1([NH:4][S:5]([C:8]2[CH:13]=[CH:12][CH:11]=[CH:10][C:9]=2[N+:14]([O-])=O)(=[O:7])=[O:6])[CH2:3][CH2:2]1.Cl>CCO.[Pd]>[NH2:14][C:9]1[CH:10]=[CH:11][CH:12]=[CH:13][C:8]=1[S:5]([NH:4][CH:1]1[CH2:3][CH2:2]1)(=[O:7])=[O:6]. Procedure: A solution of N-cyclopropyl-2-nitro-benzenesulfonamide (7.9 g, 33.0 mmol) in EtOH (50 ml) was treated with HCl (3.0 ml, 4.0 N in dioxane), Pd/C (10%, 100 mg) and shaken in a Parr Hydrogenator at 50 psi for 48 h. The catalyst was removed by filtration and the solvent evaporated to give 6.9 g (84%) of 2-Amino-N-cyclopropyl-benzenesulfonamide as a light grey solid.